From a dataset of the Open Reaction Database (ORD), a public repository of structured organic reaction records. describe an organic reaction: reactants, conditions, products, and yield Starting materials: C(C1=CC=CC=C1)(=O)[O-].[Na+] (sodium benzoate), C(Cl)Cl (methylene chloride). Solvent: CCCCCC (hexane), CCCCCC (hexane). Product: C(C1=CC=CC=C1)(=O)OCCl (chloromethyl benzoate). Isolated yield 12.0%. As a reaction SMILES: [C:1]([O-:9])(=[O:8])[C:2]1[CH:7]=[CH:6][CH:5]=[CH:4][CH:3]=1.[Na+].[CH2:11](Cl)[Cl:12]>CCCCCC>[C:1]([O:9][CH2:11][Cl:12])(=[O:8])[C:2]1[CH:7]=[CH:6][CH:5]=[CH:4][CH:3]=1 |f:0.1|. Procedure details: By the procedure of Preparation 10, sodium benzoate (29.97 g, 208 mmol) was converted to crude title product, a thick oil which solidified upon standing at room temperature. TLC of this solid (3:2 hexane:methylene chloride, visualization by UV light) showed two contiguous spots (Rf 0.65, 0.75) and a large baseline spot. The solid was treated with generous amounts of hexane and filtered. TLC of the filtrate showed only less polar products; TLC of the solid only baseline salts. The filtrate was co... The reactants are C(C1=CC=CC=C1)O (benzyl alcohol), [H-].[Na+] (sodium hydride), C(C1=CC=CC=C1)O (benzyl alcohol), ClC1=NC=CC2=CC(=C(C=C12)Cl)F (1,7-Di-chloro-6-fluoro-isoquinoline), [H-].[Na+] (sodium hydride), [H-].[Na+] (sodium hydride), C(C)(C)(C)OC(=O)N1CCC(CC1)O (4-hydroxy-piperidine-1-carboxylic acid tert-butyl-ester). Run in CC(=O)N(C)C (dimethyl acetamide), CC(=O)N(C)C (dimethyl acetamide). Conditions: time 8 hour. Product: C(C)(C)(C)OC(=O)N1CCC(CC1)OC=1C=C2C=CN=C(C2=CC1Cl)OCC1=CC=CC=C1 (4-(1-Benzyloxy-7-chloro-isoquinolin-6-yloxy)-piperidine-1-carboxylic acid tert-butyl-ester). RXN SMILES: [C:1]([O:5][C:6]([N:8]1[CH2:13][CH2:12][CH:11]([OH:14])[CH2:10][CH2:9]1)=[O:7])([CH3:4])([CH3:3])[CH3:2].[H-].[Na+].Cl[C:18]1[C:27]2[C:22](=[CH:23][C:24](F)=[C:25]([Cl:28])[CH:26]=2)[CH:21]=[CH:20][N:19]=1.[CH2:30]([OH:37])[C:31]1[CH:36]=[CH:35][CH:34]=[CH:33][CH:32]=1>CC(N(C)C)=O>[C:1]([O:5][C:6]([N:8]1[CH2:13][CH2:12][CH:11]([O:14][C:24]2[CH:23]=[C:22]3[C:27](=[CH:26][C:25]=2[Cl:28])[C:18]([O:37][CH2:30][C:31]2[CH:36]=[CH:35][CH:34]=[CH:33][CH:32]=2)=[N:19][CH:20]=[CH:21]3)[CH2:10][CH2:9]1)=[O:7])([CH3:4])([CH3:2])[CH3:3] |f:1.2|. Reported procedure: 289.8 mg (1.44 mmol) of 4-hydroxy-piperidine-1-carboxylic acid tert-butyl-ester were dissolved in 10 ml of dimethyl acetamide and 57.6 mg (1.44 mmol) of sodium hydride (60%) were added. The reaction mixture was stirred at room temperature. After 30 minutes a solution of 310 mg (1.44 mmol) of 1,7-dichloro-6-fluoro-isoquinoline (5) in 3 ml of dimethyl acetamide was added and the mixture was stirred at room temperature for 1 h to complete conversion. Then 155.7 mg (1.44 mmol) of benzyl alcohol foll... Reactants: BrBr (bromine), ClC1=C(C(=CC=C1)F)CCC=O (3-(2-chloro-6-fluoro-phenyl)-propionaldehyde). Solvent: ClCCl (dichloromethane), ClCCl (dichloromethane). Reaction conditions: time 8 hour. Yields the product BrC(C=O)CC1=C(C=CC=C1F)Cl (2-Bromo-3-(2-chloro-6-fluoro-phenyl)-propionaldehyde). Reaction SMILES: [Br:1]Br.[Cl:3][C:4]1[CH:9]=[CH:8][CH:7]=[C:6]([F:10])[C:5]=1[CH2:11][CH2:12][CH:13]=[O:14]>ClCCl>[Br:1][CH:12]([CH2:11][C:5]1[C:6]([F:10])=[CH:7][CH:8]=[CH:9][C:4]=1[Cl:3])[CH:13]=[O:14]. Procedure details: A solution of bromine (11 g, 0.081 mol) in dichloromethane (50 mL) was slowly added to a solution of 3-(2-chloro-6-fluoro-phenyl)-propionaldehyde (15 g, 0.081 mol) in dichloromethane (250 mL) at 0° C. The mixture was stirred overnight at room temperature and then the solvent was removed to give the crude product which was used directly in the next step. Starting materials: Compound 7A, IC=1N=C(N(C1)CCC1=CC=CC=C1)C=O (4-iodo-1-phenethyl-imidazole-2-carbaldehyde), CN1CC(C1)CO ((1-methylazetidin-3-yl)-methanol). Yields the product IC1=CN2CCC3=C(C(C2=N1)OCC1CN(C1)C)C=CC=C3 (2-iodo-4-(1-methylazetidin-3-ylmethoxy)-9,10-dihydro-4H-3,10a-diaza-benzo[f]azulene). Reaction SMILES: [I:1][C:2]1[N:3]=[C:4]([CH:15]=[O:16])[N:5]([CH2:7][CH2:8][C:9]2[CH:14]=[CH:13][CH:12]=[CH:11][CH:10]=2)[CH:6]=1.[CH3:17][N:18]1[CH2:21][CH:20]([CH2:22]O)[CH2:19]1>>[I:1][C:2]1[N:3]=[C:4]2[N:5]([CH2:7][CH2:8][C:9]3[CH:10]=[CH:11][CH:12]=[CH:13][C:14]=3[CH:15]2[O:16][CH2:22][CH:20]2[CH2:21][N:18]([CH3:17])[CH2:19]2)[CH:6]=1. Procedure details: Compound 7A is obtained following the procedure already described in example 2A starting from compound 4-iodo-1-phenethyl-imidazole-2-carbaldehyde (example 2B) and (1-methylazetidin-3-yl)-methanol to give 2-iodo-4-(1-methylazetidin-3-ylmethoxy)-9,10-dihydro-4H-3,10a-diaza-benzo[f]azulene melting at 100° C. The reactants are C(=O)C1=CC=C(C=C1)C1=CC=C(C=C1)CCC(=O)C=1OC(=CN1)C1=CC=CC(=N1)C(=O)OC (Methyl 6-(2-(3-(4′-formylbiphenyl-4-yl)propanoyl)oxazol-5-yl)pyridine-2-carboxylate), N1CCOCC1 (morpholine), [BH-](OC(=O)C)(OC(=O)C)OC(=O)C.[Na+] (NaBH(OAc)3). Run in ClC(C)Cl (dichloroethane). Conditions: time 7 hour. Product: O1CCN(CC1)CC1=CC=C(C=C1)C1=CC=C(C=C1)CCC(=O)C=1OC(=CN1)C1=CC=CC(=N1)C(=O)OC (methyl 6-(2-(3-(4′-(morpholinomethyl)biphenyl-4-yl)propanoyl)oxazol-5-yl)pyridine-2-carboxylate). The yield is 58.6%. RXN SMILES: [CH:1]([C:3]1[CH:8]=[CH:7][C:6]([C:9]2[CH:14]=[CH:13][C:12]([CH2:15][CH2:16][C:17]([C:19]3[O:20][C:21]([C:24]4[N:29]=[C:28]([C:30]([O:32][CH3:33])=[O:31])[CH:27]=[CH:26][CH:25]=4)=[CH:22][N:23]=3)=[O:18])=[CH:11][CH:10]=2)=[CH:5][CH:4]=1)=O.[NH:34]1[CH2:39][CH2:38][O:37][CH2:36][CH2:35]1.[BH-](OC(C)=O)(OC(C)=O)OC(C)=O.[Na+]>ClC(Cl)C>[O:37]1[CH2:38][CH2:39][N:34]([CH2:1][C:3]2[CH:8]=[CH:7][C:6]([C:9]3[CH:10]=[CH:11][C:12]([CH2:15][CH2:16][C:17]([C:19]4[O:20][C:21]([C:24]5[N:29]=[C:28]([C:30]([O:32][CH3:33])=[O:31])[CH:27]=[CH:26][CH:25]=5)=[CH:22][N:23]=4)=[O:18])=[CH:13][CH:14]=3)=[CH:5][CH:4]=2)[CH2:35][CH2:36]1 |f:2.3|. Reported procedure: Methyl 6-(2-(3-(4′-formylbiphenyl-4-yl)propanoyl)oxazol-5-yl)pyridine-2-carboxylate (31 mg, 0.070 mmol) and morpholine (0.012 mL, 1.4 mmol) were dissolved in dichloroethane (2 mL) and NaBH(OAc)3 (31 mg, 15 mmol) was added. The reaction solution was stirred under an atmosphere of Ar at ambient temperature for 7 h and then quenched with saturated aqueous NaHCO3. The crude product was extracted with EtOAc and the solvent was removed in vacuo. The crude product was purified by flash chromatography (... The reactants are C(C1=CC=CC=C1)OC(=O)N[C@H]([C@H](CO)OS(=O)(=O)C)CC1=CC=CC=C1 (N-benzyloxycarbonyl-3(S)-amino-2(R)-methanesulfonyloxy-4-phenyl-1-butanol), C(CC(O)(C(=O)O)CC(=O)O)(=O)O (citric acid), C([O-])([O-])=O.[K+].[K+] (potassium carbonate), aqueous solution. Run in CO (methanol). Reaction conditions: time 5 hour. Yields the product C(C1=CC=CC=C1)OC(=O)N[C@H]([C@H]1CO1)CC1=CC=CC=C1 (N-benzyloxycarbonyl-3(S)-amino-1,2(S)-epoxy-4-phenylbutane). Reaction SMILES: [CH2:1]([O:8][C:9]([NH:11][C@@H:12]([CH2:21][C:22]1[CH:27]=[CH:26][CH:25]=[CH:24][CH:23]=1)[C@@H:13]([O:16]S(C)(=O)=O)[CH2:14]O)=[O:10])[C:2]1[CH:7]=[CH:6][CH:5]=[CH:4][CH:3]=1.C(=O)([O-])[O-].[K+].[K+].C(O)(=O)CC(CC(O)=O)(C(O)=O)O>CO>[CH2:1]([O:8][C:9]([NH:11][C@@H:12]([CH2:21][C:22]1[CH:27]=[CH:26][CH:25]=[CH:24][CH:23]=1)[C@@H:13]1[O:16][CH2:14]1)=[O:10])[C:2]1[CH:7]=[CH:6][CH:5]=[CH:4][CH:3]=1 |f:1.2.3|. Procedure details: To a suspension of 196.7 g of the N-benzyloxycarbonyl-3(S)-amino-2(R)-methanesulfonyloxy-4-phenyl-1-butanol obtained in the above Example 3 in 2,500 ml of methanol was added 90 g of potassium carbonate. The obtained mixture was then stirred at room temperature for 5 hours. The pH value of the reaction mixture was adjusted to 7 with a 10% aqueous solution of citric acid. Then the solvent was concentrated under reduced pressure. After adding water to the residue, it was extracted with ethyl acetat...